This data is from the Open Reaction Database (ORD), a public repository of structured organic reaction records. The task is: describe an organic reaction: reactants, conditions, products, and yield The reactants are BrC=1C=C(N(N1)C1=NC=CC=C1Cl)C1=NC2=C(C=C3C(=C2C(O1)=O)NN=C3)C (7-[5-bromo-2-(3-chloro-pyridin-2-yl)-2H-pyrazol-3-yl]-5-methyl-1H-8-oxa-1,2,6-triaza-cyclopenta[a]naphthalen-9-one), C(C)(C)N (isopropylamine). Solvent: C(C)#N.O (acetonitrile water). Conditions: time 9 hour. The product is C(C)(C)NC(=O)C=1C(=C(C=C2C=NNC12)C)NC(=O)C=1N(N=C(C1)Br)C1=NC=CC=C1Cl (6-{[5-bromo-2-(3-chloro-pyridin-2-yl)-2H-pyrazole-3-carbonyl]-amino}-5-methyl-1H-indazole-7-carboxylic acid isopropylamide). As a reaction SMILES: [Br:1][C:2]1[CH:3]=[C:4]([C:14]2[O:23][C:22](=[O:24])[C:21]3[C:16](=[C:17]([CH3:28])[CH:18]=[C:19]4[CH:27]=[N:26][NH:25][C:20]4=3)[N:15]=2)[N:5]([C:7]2[C:12]([Cl:13])=[CH:11][CH:10]=[CH:9][N:8]=2)[N:6]=1.[CH:29]([NH2:32])([CH3:31])[CH3:30]>C(#N)C.O>[CH:29]([NH:32][C:22]([C:21]1[C:16]([NH:15][C:14]([C:4]2[N:5]([C:7]3[C:12]([Cl:13])=[CH:11][CH:10]=[CH:9][N:8]=3)[N:6]=[C:2]([Br:1])[CH:3]=2)=[O:23])=[C:17]([CH3:28])[CH:18]=[C:19]2[C:20]=1[NH:25][N:26]=[CH:27]2)=[O:24])([CH3:31])[CH3:30] |f:2.3|. Reported procedure: To a suspension of 600 mg of the above 7-[5-bromo-2-(3-chloro-pyridin-2-yl)-2H-pyrazol-3-yl]-5-methyl-1H-8-oxa-1,2,6-triaza-cyclopenta[a]naphthalen-9-one in 10 mL of acetonitrile/water (4:1, v/v) is added 1.11 mL (13.1 mmol) of isopropylamine. The reaction mixture is stirred for 9 hours at ambient temperature and then concentrated in vacuo. The residue is taken-up with brine and ethyl acetate. The phases are separated and the aqueous layer is washed with ethyl acetate. The combined organic layer... The reactants are ClC=1C(=C(C=CC1)[C@H]1[C@@H](N[C@H]([C@]1(C#N)C1=C(C=C(C=C1)Cl)F)CC(C)(C)C)C(=O)NC1=C(C=C(C(=O)O)C=C1)OC)F (4-((2R,3S,4R,5S)-3-(3-chloro-2-fluorophenyl)-4-(4-chloro-2-fluorophenyl)-4-cyano-5-neopentylpyrrolidine-2-carboxamido)-3-methoxybenzoic acid), C([O-])([O-])=O.[Cs+].[Cs+] (cesium carbonate), ClC(C)OC(N(C(C)C)CC)=O (ethyl-isopropyl-carbamic acid 1-chloro-ethyl ester). Run in CN(C=O)C (dimethylformamide), CN(C=O)C (dimethylformamide), C(C)(=O)OCC (ethyl acetate). Product: ClC=1C(=C(C=CC1)[C@H]1[C@@H](N[C@H]([C@]1(C#N)C1=C(C=C(C=C1)Cl)F)CC(C)(C)C)C(=O)NC1=C(C=C(C(=O)OC(C)OC(N(C(C)C)CC)=O)C=C1)OC)F (1-(ethyl(isopropyl)-carbamoyloxy)ethyl 4-((2R,3S,4R,5S)-3-(3-chloro-2-fluorophenyl)-4-(4-chloro-2-fluorophenyl)-4-cyano-5-neopentylpyrrolidine-2-carboxamido)-3-methoxybenzoate). The yield is 54.3%. Reaction SMILES: [Cl:1][C:2]1[C:3]([F:42])=[C:4]([C@@H:8]2[C@:12]([C:15]3[CH:20]=[CH:19][C:18]([Cl:21])=[CH:17][C:16]=3[F:22])([C:13]#[N:14])[C@H:11]([CH2:23][C:24]([CH3:27])([CH3:26])[CH3:25])[NH:10][C@H:9]2[C:28]([NH:30][C:31]2[CH:39]=[CH:38][C:34]([C:35]([OH:37])=[O:36])=[CH:33][C:32]=2[O:40][CH3:41])=[O:29])[CH:5]=[CH:6][CH:7]=1.C(=O)([O-])[O-].[Cs+].[Cs+].Cl[CH:50]([O:52][C:53](=[O:60])[N:54]([CH2:58][CH3:59])[CH:55]([CH3:57])[CH3:56])[CH3:51]>CN(C)C=O.C(OCC)(=O)C>[Cl:1][C:2]1[C:3]([F:42])=[C:4]([C@@H:8]2[C@:12]([C:15]3[CH:20]=[CH:19][C:18]([Cl:21])=[CH:17][C:16]=3[F:22])([C:13]#[N:14])[C@H:11]([CH2:23][C:24]([CH3:26])([CH3:27])[CH3:25])[NH:10][C@H:9]2[C:28]([NH:30][C:31]2[CH:39]=[CH:38][C:34]([C:35]([O:37][CH:50]([O:52][C:53](=[O:60])[N:54]([CH2:58][CH3:59])[CH:55]([CH3:56])[CH3:57])[CH3:51])=[O:36])=[CH:33][C:32]=2[O:40][CH3:41])=[O:29])[CH:5]=[CH:6][CH:7]=1 |f:1.2.3|. Reported procedure: To a solution of chiral 4-((2R,3S,4R,5S)-3-(3-chloro-2-fluorophenyl)-4-(4-chloro-2-fluorophenyl)-4-cyano-5-neopentylpyrrolidine-2-carboxamido)-3-methoxybenzoic acid (prepared as described in US20100152190A1, 150 mg, 0.243 mmol) in dimethylformamide (6 mL) was added cesium carbonate (243 mg, 0.746 mmol). After stirring for a few minutes, a solution of the above freshly made ethyl-isopropyl-carbamic acid 1-chloro-ethyl ester (190 mg, 0.491 mmol) in dry dimethylformamide (1 mL) was added and the re... Reactants: C1(CCCC1)OC1=CC(=NC=C1OC)CO (4-cyclopentyloxy-2-hydroxymethyl-5-methoxypyridine). The reagents and catalysts are [O-2].[O-2].[Mn+4] (Manganese dioxide). Solvent: C(C)OCC (diethyl ether), ClCCl (dichloromethane). Conditions: time 90 hour. Yields the product C1(CCCC1)OC1=CC(=NC=C1OC)C=O (4-cyclopentyloxy-5-methoxypyridine-2-carboxaldehyde). The yield is 83.3%. Reaction SMILES: [CH:1]1([O:6][C:7]2[C:12]([O:13][CH3:14])=[CH:11][N:10]=[C:9]([CH2:15][OH:16])[CH:8]=2)[CH2:5][CH2:4][CH2:3][CH2:2]1>C(OCC)C.ClCCl.[O-2].[O-2].[Mn+4]>[CH:1]1([O:6][C:7]2[C:12]([O:13][CH3:14])=[CH:11][N:10]=[C:9]([CH:15]=[O:16])[CH:8]=2)[CH2:2][CH2:3][CH2:4][CH2:5]1 |f:3.4.5|. Procedure: Manganese dioxide (6.0 g) is added to a solution of 4-cyclopentyloxy-2-hydroxymethyl-5-methoxypyridine (2.0 g) in diethyl ether (80 mL) and dichloromethane (10 mL) and the mixture stirred at room temperature for 90 hours. After filtering the filter pad is washed with dichloromethane and the combined filtrate and washings are evaporated to give a white solid. The solid is dried under high vacuum to give 4-cyclopentyloxy-5-methoxypyridine-2-carboxaldehyde (1.65 g). [1Hnmr in D6-DMSO shifts relativ...